From a dataset of the Open Reaction Database (ORD), a public repository of structured organic reaction records. describe an organic reaction: reactants, conditions, products, and yield The product is FC1=CC=C(C=C1)C#CC1=CC(=CC=C1)C(C1=CC=C(C=C1)F)=O (4-FLUORO-3′-(4-FLUOROBENZOYL)TOLANE). Reactants: C(#C)C1=CC=C(C=C1)F (1-ethynyl-4-fluorobenzene), cuprous iodide, dichlorobis(triphenylphosphine)palladium[II], BrC=1C=C(C(=O)C2=CC=C(C=C2)F)C=CC1 (3-bromo-4′-fluorobenzophenone), C1(=CC=CC=C1)P(C1=CC=CC=C1)C1=CC=CC=C1 (triphenylphosphine). Reaction SMILES: [C:1]([C:3]1[CH:8]=[CH:7][C:6]([F:9])=[CH:5][CH:4]=1)#[CH:2].Br[C:11]1[CH:12]=[C:13]([CH:23]=[CH:24][CH:25]=1)[C:14]([C:16]1[CH:21]=[CH:20][C:19]([F:22])=[CH:18][CH:17]=1)=[O:15].C1(P(C2C=CC=CC=2)C2C=CC=CC=2)C=CC=CC=1>C(N(CC)CC)C>[F:9][C:6]1[CH:7]=[CH:8][C:3]([C:1]#[C:2][C:24]2[CH:25]=[CH:11][CH:12]=[C:13]([C:14](=[O:15])[C:16]3[CH:17]=[CH:18][C:19]([F:22])=[CH:20][CH:21]=3)[CH:23]=2)=[CH:4][CH:5]=1. The solvent is C(C)N(CC)CC (triethylamine). Procedure: In a 250-mL three-neck, round-bottom flask equipped with a magnetic stirrer, a thermocouple, and a condenser were placed 5.00 g (0.04 Mol) of 1-ethynyl-4-fluorobenzene, 11.16 g (0.04 Mol) of 3-bromo-4′-fluorobenzophenone (from the first step), 0.1 g of triphenylphosphine, 0.05 g of cuprous iodide, 0.05 g of dichlorobis(triphenylphosphine)palladium[II], and 200 mL of de-aerated triethylamine. The reaction mixture was heated to 80° C. with stirring under argon for 4 hr and then cooled to ambient w... Conditions: temperature 80 celsius, time 4 hour. The reactants are CC(C)(C)[Si](C)(C)N1C(=O)CC1CCO, ClCCl, O=[Cr](=O)=O, c1ccncc1. The product is CC(C)(C)[Si](C)(C)N1C(=O)CC1CC=O. Reaction SMILES: [C:11]([CH3:12])([CH3:13])([CH3:14])[Si:15]([N:16]1[C:17](=[O:23])[CH2:18][CH:19]1[CH2:20][CH2:21][OH:22])([CH3:24])[CH3:25].[CH2:26]([Cl:27])[Cl:28].[O:1]=[Cr:2](=[O:3])=[O:4].[cH:5]1[cH:6][cH:7][n:8][cH:9][cH:10]1>>[C:11]([CH3:12])([CH3:13])([CH3:14])[Si:15]([N:16]1[C:17](=[O:23])[CH2:18][CH:19]1[CH2:20][CH:21]=[O:22])([CH3:24])[CH3:25]. Reactants: O=C1CCC(=O)N1Br, O=C(OOC(=O)c1ccccc1)c1ccccc1, ClC(Cl)(Cl)Cl, CCc1ccccc1C(=O)OC. The product is COC(=O)c1ccccc1C(C)Br. Reaction SMILES: [Br:13][N:14]1[C:15](=[O:16])[CH2:17][CH2:18][C:19]1=[O:20].[C:21]([O:22][O:23][C:24](=[O:25])[c:26]1[cH:27][cH:28][cH:29][cH:30][cH:31]1)(=[O:32])[c:33]1[cH:34][cH:35][cH:36][cH:37][cH:38]1.[C:39]([Cl:40])([Cl:41])([Cl:42])[Cl:43].[CH2:1]([CH3:2])[c:3]1[c:4]([C:5](=[O:6])[O:7][CH3:8])[cH:9][cH:10][cH:11][cH:12]1>>[CH:1]([CH3:2])([c:3]1[c:4]([C:5](=[O:6])[O:7][CH3:8])[cH:9][cH:10][cH:11][cH:12]1)[Br:13]. The reactants are CC1CN(Cc2ccc3c(N)ncnc3c2)C(=O)C(C)N1C(=O)OCc1ccccc1, CO, CC(=O)O, [H][H]. Product: CC1CN(Cc2ccc3c(N)ncnc3c2)C(=O)C(C)N1. As a reaction SMILES: [CH2:1]([O:2][C:3](=[O:4])[N:11]1[CH:12]([CH3:31])[C:13](=[O:30])[N:14]([CH2:18][c:19]2[cH:20][cH:21][c:22]3[c:23]([NH2:29])[n:24][cH:25][n:26][c:27]3[cH:28]2)[CH2:15][CH:16]1[CH3:17])[c:5]1[cH:6][cH:7][cH:8][cH:9][cH:10]1.[CH3:34][OH:35].[CH3:36][C:37](=[O:38])[OH:39].[H:32][H:33]>>[NH:11]1[CH:12]([CH3:31])[C:13](=[O:30])[N:14]([CH2:18][c:19]2[cH:20][cH:21][c:22]3[c:23]([NH2:29])[n:24][cH:25][n:26][c:27]3[cH:28]2)[CH2:15][CH:16]1[CH3:17]. The reactants are CCOc1cccc(CO)c1, Cc1ccccc1, CCOC(C)=O, O=S(Cl)Cl, c1ccncc1. The product is CCOc1cccc(CCl)c1. RXN SMILES: [CH2:1]([CH3:2])[O:3][c:4]1[cH:5][c:6]([CH2:7][OH:8])[cH:9][cH:10][cH:11]1.[CH3:12][c:13]1[cH:14][cH:15][cH:16][cH:17][cH:18]1.[CH3:29][CH2:30][O:31][C:32](=[O:33])[CH3:34].[S:25]([Cl:26])([Cl:27])=[O:28].[cH:19]1[cH:20][cH:21][n:22][cH:23][cH:24]1>>[CH2:1]([CH3:2])[O:3][c:4]1[cH:5][c:6]([CH2:7][Cl:27])[cH:9][cH:10][cH:11]1. Starting materials: C(C)(=O)O[C@H]1[C@@H]([C@@H](OC(C)=O)[C@H](OC(C)=O)[C@H](O1)COC(C)=O)N1C(C=2C(C1=O)=CC=CC2)=O (1,3,4,6-tetra-O-acetyl-2-deoxy-2-phthalimido-β-D-glucopyranose), B(F)(F)F.CCOCC (boron trifluoride diethyl etherate), C1(=CC=CC=C1)S (thiophenol), C(C)(=O)OCC (ethyl acetate), ice. Run in ClCCl (dichloromethane). Reaction conditions: temperature 0 celsius, time 2 hour. The product is C(C)(=O)O[C@@H]1[C@H]([C@H](SC2=CC=CC=C2)O[C@@H]([C@H]1OC(C)=O)COC(C)=O)N1C(C=2C(C1=O)=CC=CC2)=O (Phenyl 3,4,6-tri-O-acetyl-2-deoxy-2-phthalimido-1-thio-β-D-glucopyranoside). As a reaction SMILES: C(O[C@@H:5]1[O:18][C@H:17]([CH2:19][O:20][C:21](=[O:23])[CH3:22])[C@@H:12]([O:13][C:14](=[O:16])[CH3:15])[C@H:7]([O:8][C:9](=[O:11])[CH3:10])[C@H:6]1[N:24]1[C:28](=[O:29])[C:27]2=[CH:30][CH:31]=[CH:32][CH:33]=[C:26]2[C:25]1=[O:34])(=O)C.B(F)(F)F.CCOCC.[C:44]1([SH:50])[CH:49]=[CH:48][CH:47]=[CH:46][CH:45]=1.C(OCC)(=O)C>ClCCl>[C:9]([O:8][C@H:7]1[C@H:12]([O:13][C:14](=[O:16])[CH3:15])[C@@H:17]([CH2:19][O:20][C:21](=[O:23])[CH3:22])[O:18][C@@H:5]([S:50][C:44]2[CH:49]=[CH:48][CH:47]=[CH:46][CH:45]=2)[C@@H:6]1[N:24]1[C:28](=[O:29])[C:27]2=[CH:30][CH:31]=[CH:32][CH:33]=[C:26]2[C:25]1=[O:34])(=[O:11])[CH3:10] |f:1.2|. Reported procedure: 3.82 g (0.008 Mol) of 1,3,4,6-tetra-O-acetyl-2-deoxy-2-phthalimido-β-D-glucopyranose was dissolved in 80 ml of anhydrous dichloromethane and stirred at 0° C. under an atmosphere of nitrogen. To this solution, 4.0 ml (0.032 Mol) of boron trifluoride diethyl etherate was slowly added. This was followed by 2.2 ml (0.021 Mol) of thiophenol. The resulting solution was stirred at 0° C. for 4 hr. and at RT for 2 hr. and then poured into a mixture of ethyl acetate (500 ml) and ice-cold saturated sodium ...